This data is from the Open Reaction Database (ORD), a public repository of structured organic reaction records. The task is: describe an organic reaction: reactants, conditions, products, and yield The reactants are [N+](=O)([O-])C=1C=CC2=C(CCOC(N2)=O)C1 (2-nitro-8,9-dihydro-5H-7-oxa-5-aza-benzocyclohepten-6-one), C([O-])([O-])=O.[K+].[K+] (potassium carbonate), IC (iodomethane). Solvent: CN(C)C=O (DMF), O (water). Product: [N+](=O)([O-])C=1C=CC2=C(CCOC(N2C)=O)C1 (2-nitro-5-methyl-8,9-dihydro-5H-7-oxa-5-aza-benzocyclohepten-6-one). RXN SMILES: [N+:1]([C:4]1[CH:5]=[CH:6][C:7]2[NH:13][C:12](=[O:14])[O:11][CH2:10][CH2:9][C:8]=2[CH:15]=1)([O-:3])=[O:2].[C:16](=O)([O-])[O-].[K+].[K+].IC>CN(C=O)C.O>[N+:1]([C:4]1[CH:5]=[CH:6][C:7]2[N:13]([CH3:16])[C:12](=[O:14])[O:11][CH2:10][CH2:9][C:8]=2[CH:15]=1)([O-:3])=[O:2] |f:1.2.3|. Reported procedure: A mixture of 2-nitro-8,9-dihydro-5H-7-oxa-5-aza-benzocyclohepten-6-one (0.7 g, 3.36 mmol), potassium carbonate (1.4 g, 10.1 mmol, 3 eq.), and iodomethane (0.42 mL, 6.7 mmol, 2 eq.) was stirred for 16 hours in DMF (10 mL). The mixture was diluted with water (50 mL) and extracted with ethyl acetate (3×20 mL). The combined organic layers were dried (sodium sulfate) and concentrated to provide 2-nitro-5-methyl-8,9-dihydro-5H-7-oxa-5-aza-benzocyclohepten-6-one: 1H NMR (300 MHz, CDCl3) δ 8.19 (dd, 1H)... Procedure details: A mixture of 2-(2-(2-(2-chloro-5-methylpyrimidin-4-yl)ethyl)phenyl)propanamide A49 (0.250 g, 0.823 mmol), 1-methyl-1H-pyrazol-4-amine (0.096 g, 0.99 mmol), and p-toluenesulfonic acid monohydrate (0.016 g, 0.082 mmol) in 1,4-dioxane (5 mL) was irradiated in the microwave at 120° C. for 3 hours. The volatiles were removed in vacuo and the residue was adsorbed onto silica and purified by column chromatography (Biotage Isolera, 40 g SiO2 cartridge, 50-100% EtOAc in petroleum benzine 40-60° C., then ... Product: CC=1C(=NC(=NC1)NC=1C=NN(C1)C)CCC1=C(C=CC=C1)C(C(=O)N)C (2-(2-(2-(5-Methyl-2-((1-methyl-1H-pyrazol-4-yl)amino)pyrimidin-4-yl)ethyl)phenyl)propanamide). Starting materials: ClC1=NC=C(C(=N1)CCC1=C(C=CC=C1)C(C(=O)N)C)C (2-(2-(2-(2-chloro-5-methylpyrimidin-4-yl)ethyl)phenyl)propanamide), CN1N=CC(=C1)N (1-methyl-1H-pyrazol-4-amine), O.C1(=CC=C(C=C1)S(=O)(=O)O)C (p-toluenesulfonic acid monohydrate). Isolated yield 59.0%. Solvent: O1CCOCC1 (1,4-dioxane). Reaction SMILES: Cl[C:2]1[N:7]=[C:6]([CH2:8][CH2:9][C:10]2[CH:15]=[CH:14][CH:13]=[CH:12][C:11]=2[CH:16]([CH3:20])[C:17]([NH2:19])=[O:18])[C:5]([CH3:21])=[CH:4][N:3]=1.[CH3:22][N:23]1[CH:27]=[C:26]([NH2:28])[CH:25]=[N:24]1.O.C1(C)C=CC(S(O)(=O)=O)=CC=1>O1CCOCC1>[CH3:21][C:5]1[C:6]([CH2:8][CH2:9][C:10]2[CH:15]=[CH:14][CH:13]=[CH:12][C:11]=2[CH:16]([CH3:20])[C:17]([NH2:19])=[O:18])=[N:7][C:2]([NH:28][C:26]2[CH:25]=[N:24][N:23]([CH3:22])[CH:27]=2)=[N:3][CH:4]=1 |f:2.3|. The reactants are ON1N=NC2=C1C=C(C=C2)Cl (1-hydroxy-6-chloro-1,2,3-benzotriazole), CCOCC (ether), C1(=CC=CC=C1)S(=O)(=O)Cl (benzenesulfonyl chloride). The solvent is [OH-].[Na+] (sodium hydroxide). Product: C1(=CC=CC=C1)S(=O)(=O)ON1N=NC2=C1C=C(C=C2)Cl (1-benzenesulfonyloxy-6-chloro-1,2,3-benzotriazole). Isolated yield 73.0%. Reaction SMILES: [OH:1][N:2]1[C:6]2[CH:7]=[C:8]([Cl:11])[CH:9]=[CH:10][C:5]=2[N:4]=[N:3]1.CCOCC.[C:17]1([S:23](Cl)(=[O:25])=[O:24])[CH:22]=[CH:21][CH:20]=[CH:19][CH:18]=1>[OH-].[Na+]>[C:17]1([S:23]([O:1][N:2]2[C:6]3[CH:7]=[C:8]([Cl:11])[CH:9]=[CH:10][C:5]=3[N:4]=[N:3]2)(=[O:25])=[O:24])[CH:22]=[CH:21][CH:20]=[CH:19][CH:18]=1 |f:3.4|. Procedure: In 1 N aqueous sodium hydroxide (50 ml) is dissolved 1-hydroxy-6-chloro-1,2,3-benzotriazole (4.5 g) and thereto is added ether (10 ml). To the solution is added benzenesulfonyl chloride (6.0 g) with stirring under ice-cooling and the mixture is stirred at the same temperature for 75 minutes. The reaction mixture is filtered to give crystals. The filtrate is extracted with ethyl acetate (150 ml), and the extract is distilled to remove the solvent. The resulting crystals are combined with those ob... Starting materials: C(=O)(OC(C)(C)C)N1CC(C1)=O (1-Boc-azetidin-3-on), Cl.CN (methylamine hydrochloride). Reagents/catalysts: [C].[Pd] (palladium carbon). Run in CO (methanol). Conditions: time 60 hour. Yields the product crude product, CNC1CN(C1)C(=O)OC(C)(C)C (tert-Butyl 3-methylaminoazetidine-1-carboxylate). Yield: 82.7%. Reaction SMILES: [C:1]([N:8]1[CH2:11][C:10](=O)[CH2:9]1)([O:3][C:4]([CH3:7])([CH3:6])[CH3:5])=[O:2].Cl.[CH3:14][NH2:15]>CO.[C].[Pd]>[CH3:14][NH:15][CH:10]1[CH2:11][N:8]([C:1]([O:3][C:4]([CH3:7])([CH3:6])[CH3:5])=[O:2])[CH2:9]1 |f:1.2,4.5|. Procedure: To a solution of 1-Boc-azetidin-3-on (240 mg) in methanol (20 ml) were added methylamine hydrochloride (1.42 g) and 10% palladium carbon (1.0 g), followed by stirring under hydrogen atmosphere at room temperature for 60 hours. The reaction mixture was filtered to remove the catalyst. To the filtrate was added again 10% palladium carbon (1.0 g), followed by stirring under hydrogen atmosphere (0.40 MPa) at room temperature for 9 hours. The reaction mixture was filtered to remove the catalyst, and ... The reactants are CSC1=Nc2ccccc2CN1, COc1ccccc1OCCN, CC#N, O=C(O)C(F)(F)F, I. The product is COc1ccccc1OCCNC1=Nc2ccccc2CN1. As a reaction SMILES: [CH3:14][S:15][C:16]1=[N:17][c:18]2[cH:19][cH:20][cH:21][cH:22][c:23]2[CH2:24][NH:25]1.[CH3:1][O:2][c:3]1[c:4]([O:5][CH2:6][CH2:7][NH2:8])[cH:9][cH:10][cH:11][cH:12]1.[CH3:26][C:27]#[N:28].[F:29][C:30]([F:31])([F:32])[C:33]([OH:34])=[O:35].[IH:13]>>[CH3:1][O:2][c:3]1[c:4]([O:5][CH2:6][CH2:7][NH:8][C:16]2=[N:17][c:18]3[cH:19][cH:20][cH:21][cH:22][c:23]3[CH2:24][NH:25]2)[cH:9][cH:10][cH:11][cH:12]1. Starting materials: OCC1=C(COC=2C(=NC=CC2)[N+](=O)[O-])C=CC=C1 (3-(2-hydroxymethylbenzyloxy)-2-nitropyridine), S(=O)(Cl)Cl (thionyl chloride). Run in ClCCl (dichloromethane). Reaction conditions: time 2 hour. Yields the product ClCC1=C(COC=2C(=NC=CC2)[N+](=O)[O-])C=CC=C1 (3-(2-chloromethylbenzyloxy)-2-nitropyridine). RXN SMILES: O[CH2:2][C:3]1[CH:19]=[CH:18][CH:17]=[CH:16][C:4]=1[CH2:5][O:6][C:7]1[C:8]([N+:13]([O-:15])=[O:14])=[N:9][CH:10]=[CH:11][CH:12]=1.S(Cl)([Cl:22])=O>ClCCl>[Cl:22][CH2:2][C:3]1[CH:19]=[CH:18][CH:17]=[CH:16][C:4]=1[CH2:5][O:6][C:7]1[C:8]([N+:13]([O-:15])=[O:14])=[N:9][CH:10]=[CH:11][CH:12]=1. Procedure details: To a solution of 3-(2-hydroxymethylbenzyloxy)-2-nitropyridine (4.09 g) in dichloromethane (40 ml) was added thionyl chloride (0.24 ml) and the mixture was stirred at room temperature for 2 hours. The solvent was evaporated under reduced pressure to give 3-(2-chloromethylbenzyloxy)-2-nitropyridine (4.10 g). Starting materials: [N+](=O)([O-])C1=CC=C(COC(=O)N2[C@@H](C[C@H](C2)OS(=O)(=O)C)CN2C(C=3C(C2=O)=CC=CC3)=O)C=C1 ((2S,4R)-1-p-nitrobenzyloxycarbonyl-2-phthalimidomethyl-4-methanesulfonyloxypyrrolidine), C(C)(=S)[O-].[K+] (potassium thioacetate), ice water. Solvent: CN(C=O)C (dimethylformamide). Yield: 90.5%. Yields the product [N+](=O)([O-])C1=CC=C(COC(=O)N2[C@@H](C[C@@H](C2)SC(C)=O)CN2C(C=3C(C2=O)=CC=CC3)=O)C=C1 ((2S,4S)-1-p-nitrobenzyloxycarbonyl-2-phthalimidomethyl-4-acetylthiopyrrolidine). Procedure: A solution of (2S,4R)-1-p-nitrobenzyloxycarbonyl-2-phthalimidomethyl-4-methanesulfonyloxypyrrolidine (10 g: 19.88 mmole) and potassium thioacetate (4.54 g: 2 eq.) in dimethylformamide (60 ml) is stirred at 60° C. for 3 hours. The reaction mixture is poured into ice water (200 ml) and filtered. The precipitate is dissolved in ethyl acetate, dried over magnesium sulfate, and concentrated in vacuo. The residue is purified by silica gel column chromatography (toluene: ethyl acetate) to give (2S,4S)-... RXN SMILES: [N+:1]([C:4]1[CH:35]=[CH:34][C:7]([CH2:8][O:9][C:10]([N:12]2[CH2:16][C@H:15](OS(C)(=O)=O)[CH2:14][C@H:13]2[CH2:22][N:23]2[C:27](=[O:28])[C:26]3=[CH:29][CH:30]=[CH:31][CH:32]=[C:25]3[C:24]2=[O:33])=[O:11])=[CH:6][CH:5]=1)([O-:3])=[O:2].[C:36]([O-:39])(=[S:38])[CH3:37].[K+]>CN(C)C=O>[N+:1]([C:4]1[CH:5]=[CH:6][C:7]([CH2:8][O:9][C:10]([N:12]2[CH2:16][C@@H:15]([S:38][C:36](=[O:39])[CH3:37])[CH2:14][C@H:13]2[CH2:22][N:23]2[C:27](=[O:28])[C:26]3=[CH:29][CH:30]=[CH:31][CH:32]=[C:25]3[C:24]2=[O:33])=[O:11])=[CH:34][CH:35]=1)([O-:3])=[O:2] |f:1.2|. Run in CC(=O)N(C)C (dimethylacetamide). Reactants: O=C1NC=2C=CC=CC2C=2N1CCN2 (5-oxo-2,3,5,6-tetrahydroimidazo-[1,2-c]-quinazoline), [H-].[Na+] (NaH), C(C=C)Br (allyl bromide), CCCCCC (n-hexane). RXN SMILES: [O:1]=[C:2]1[N:11]2[CH2:12][CH2:13][N:14]=[C:10]2[C:9]2[CH:8]=[CH:7][CH:6]=[CH:5][C:4]=2[NH:3]1.[H-].[Na+].[CH3:17][CH2:18][CH2:19]CCC.C(Br)C=C>CC(N(C)C)=O>[O:1]=[C:2]1[N:11]2[CH2:12][CH2:13][N:14]=[C:10]2[C:9]2[CH:8]=[CH:7][CH:6]=[CH:5][C:4]=2[N:3]1[CH2:19][CH:18]=[CH2:17] |f:1.2|. Procedure details: 6.9 g (0.037 mol) of 5-oxo-2,3,5,6-tetrahydroimidazo-[1,2-c]-quinazoline in 60 ml of absolute dimethylacetamide were added to 1.75 g (0.058 mol) of an 80% strength suspension of NaH in oil (Schuchardt), after the suspension had been thoroughly stirred twice with 20 ml of n-hexane in each case and the solvent had been decanted, and the mixture was heated to 80° C. for 1 hour. During this process, a clear solution was gradually formed. The solution was cooled, and 4.6 ml (0.053 mol) of allyl bromi... Reaction conditions: temperature 80 celsius. Yields the product O=C1N(C=2C=CC=CC2C=2N1CCN2)CC=C (5-Oxo-6-allyl-2,3,5,6-tetrahydroimidazo-[1,2-c]-quinazoline). The reactants are O=C([O-])O, O=C(Cl)c1cccc(C(F)(F)F)c1, Nc1cccc(O)c1, [Na+], C1CCOC1, O. Yields the product O=C(Nc1cccc(O)c1)c1cccc(C(F)(F)F)c1. Reaction SMILES: [C:10](=[O:11])([O-:12])[OH:13].[F:15][C:16]([c:17]1[cH:18][c:19]([C:20](=[O:21])[Cl:22])[cH:23][cH:24][cH:25]1)([F:26])[F:27].[NH2:1][c:2]1[cH:3][cH:4][cH:5][c:6]([OH:7])[cH:8]1.[Na+:14].[O:28]1[CH2:29][CH2:30][CH2:31][CH2:32]1.[OH2:9]>>[NH:1]([c:2]1[cH:3][cH:4][cH:5][c:6]([OH:7])[cH:8]1)[C:20]([c:19]1[cH:18][c:17]([C:16]([F:15])([F:26])[F:27])[cH:25][cH:24][cH:23]1)=[O:21].